This data is from the Open Reaction Database (ORD), a public repository of structured organic reaction records. The task is: describe an organic reaction: reactants, conditions, products, and yield Starting materials: [H-].[Al+3].[Li+].[H-].[H-].[H-] (lithium aluminum hydride), [H-].[Al+3].[Li+].[H-].[H-].[H-] (lithium aluminum hydride), O=C1NC2=CC=CC=C2N=C1 (2-keto-1,2-dihydroquinoxaline), [H-].[Al+3].[Li+].[H-].[H-].[H-] (lithium aluminum hydride), C(C)OC(C)=O (ethylacetate), ice water. Solvent: C1CCOC1 (THF), C1CCOC1 (THF), C1CCOC1 (THF). Yields the product N1CCNC2=CC=CC=C12 (1,2,3,4-tetrahydroquinoxaline). The yield is 66.0%. Reaction SMILES: [H-].[Al+3].[Li+].[H-].[H-].[H-].O=[C:8]1[CH:17]=[N:16][C:15]2[C:10](=[CH:11][CH:12]=[CH:13][CH:14]=2)[NH:9]1.C(OC(=O)C)C>C1COCC1>[NH:9]1[C:10]2[C:15](=[CH:14][CH:13]=[CH:12][CH:11]=2)[NH:16][CH2:17][CH2:8]1 |f:0.1.2.3.4.5|. Procedure: Basically, a 500 ml, three-necked flask was charged with lithium aluminum hydride (300 ml, lM in THF, 300 mmol) under an inert atmosphere. To the lithium aluminum hydride was added 2-keto-1,2-dihydroquinoxaline (22 g, 0.15 mol) in dry THF (100 ml) in small portions to prevent a sharp rise of temperature. After the addition was complete, the mixture was heated at the refluxing temperature of THF for 4 hours. The excess lithium aluminum hydride was decomposed by a slow addition of ethylacetate (10... The reactants are C(C)(C)(C)OC(CN1C=C(C2=CC=CC=C12)C1NS(C2=C1C=CC=C2)(=O)=O)=O ([3-(1,1-Dioxo-2,3-dihydro-1H-1λ6-benzo[d]isothiazol-3-yl)-indol-1-yl]-acetic acid tert-butyl ester), FC(C(=O)O)(F)F (trifluoroacetic acid), FC(C(=O)O)(F)F (TFA). Solvent: C(Cl)Cl (DCM). Run at time 13 hour. Product: O=S1(NC(C2=C1C=CC=C2)C2=CN(C1=CC=CC=C21)CC(=O)O)=O ([3-(1,1-Dioxo-2,3-dihydro-1H-1λ6-benzo[d]isothiazol-3-yl)-indol-1-yl]-acetic acid). As a reaction SMILES: C([O:5][C:6](=[O:28])[CH2:7][N:8]1[C:16]2[C:11](=[CH:12][CH:13]=[CH:14][CH:15]=2)[C:10]([CH:17]2[C:21]3[CH:22]=[CH:23][CH:24]=[CH:25][C:20]=3[S:19](=[O:27])(=[O:26])[NH:18]2)=[CH:9]1)(C)(C)C.FC(F)(F)C(O)=O>C(Cl)Cl>[O:27]=[S:19]1(=[O:26])[C:20]2[CH:25]=[CH:24][CH:23]=[CH:22][C:21]=2[CH:17]([C:10]2[C:11]3[C:16](=[CH:15][CH:14]=[CH:13][CH:12]=3)[N:8]([CH2:7][C:6]([OH:28])=[O:5])[CH:9]=2)[NH:18]1. Procedure details: The product of example 1, step d (32 mg, 0.08 mmol) was treated with trifluoroacetic acid (TFA) (neat) or 70% TFA in DCM. After stirring 2-24 h, the reaction was concentrated to dryness and purified by preparative LCMS to give the title compound. 1H NMR (DMSO-d6) δ 7.90-7.86 (m, 1H), 7.66-7.57 (m, 2H), 7.38 (s, 1H), 7.29 (d, J=8.1 Hz, 1H), 7.25-7.20 (m, 2H), 7.06 (t, J=7.2 Hz, 1H), 6.87 (t, J=7.2 Hz, 1H), 6.07 (s, 1H), 4.62 (s, 2H); MS: ESI (negative): 341 (M−H). Starting materials: C1CCOC1, [H][H], CCCCCCCCCCCCCCCCCCOc1cc(NC(=O)OCc2ccccc2)cc(OCCCP(=O)(OCC)OCC)c1. Product: CCCCCCCCCCCCCCCCCCOc1cc(N)cc(OCCCP(=O)(OCC)OCC)c1. Reaction SMILES: [CH2:51]1[O:52][CH2:53][CH2:54][CH2:55]1.[H:49][H:50].[c:1]1([CH2:2][O:3][C:4](=[O:5])[NH:10][c:11]2[cH:12][c:13]([O:36][CH2:37][CH2:38][CH2:39][P:40](=[O:41])([O:42][CH2:43][CH3:44])[O:45][CH2:46][CH3:47])[cH:14][c:15]([O:17][CH2:18][CH2:19][CH2:20][CH2:21][CH2:22][CH2:23][CH2:24][CH2:25][CH2:26][CH2:27][CH2:28][CH2:29][CH2:30][CH2:31][CH2:32][CH2:33][CH2:34][CH3:35])[cH:16]2)[cH:6][cH:7][cH:8][cH:9][cH:48]1>>[NH2:10][c:11]1[cH:12][c:13]([O:36][CH2:37][CH2:38][CH2:39][P:40](=[O:41])([O:42][CH2:43][CH3:44])[O:45][CH2:46][CH3:47])[cH:14][c:15]([O:17][CH2:18][CH2:19][CH2:20][CH2:21][CH2:22][CH2:23][CH2:24][CH2:25][CH2:26][CH2:27][CH2:28][CH2:29][CH2:30][CH2:31][CH2:32][CH2:33][CH2:34][CH3:35])[cH:16]1. The solvent is O=[Mn]=O (MnO2), C(Cl)Cl.CO (methylene chloride MeOH). Procedure details: 2-Formyl-7-chloroimidazo[2,1-b]-benzthiazole was prepared according to the procedure outlined in Example 1, (Step 3). Starting from 7-chloroimidazo[2,1-b]-benzthiazole-2-methanol (4.0 g 16.8 mmol) in methylene chloride/MeOH (300 mL: 50 mL) and active MnO2 (20 g, excess), 2.2 g (55% yield) of the aldehyde derivative was isolated as brown solid. (M+H) 236. Yields the product C(=O)C=1N=C2SC3=C(N2C1)C=CC(=C3)Cl (2-Formyl-7-chloroimidazo[2,1-b]-benzthiazole). Reactants: ClC1=CC2=C(N3C(S2)=NC(=C3)CO)C=C1 (7-chloroimidazo[2,1-b]-benzthiazole-2-methanol), aldehyde. RXN SMILES: [Cl:1][C:2]1[CH:15]=[CH:14][C:5]2[N:6]3[CH:11]=[C:10]([CH2:12][OH:13])[N:9]=[C:7]3[S:8][C:4]=2[CH:3]=1>C(Cl)Cl.CO.O=[Mn]=O>[CH:12]([C:10]1[N:9]=[C:7]2[N:6]([CH:11]=1)[C:5]1[CH:14]=[CH:15][C:2]([Cl:1])=[CH:3][C:4]=1[S:8]2)=[O:13] |f:1.2|. Starting materials: Cl.C(C)(C)(C)C1=CC(=C(C=N1)C=1N([C@]([C@](N1)(C)C1=CC=C(C=C1)Cl)(C)C1=CC=C(C=C1)Cl)C(=O)N1CCN(CC1)CC(=O)O)OCC ({4-[(4S,5R)-2-(6-tert-Butyl-4-ethoxy-pyridin-3-yl)-4,5-bis-(4-chloro-phenyl)-4,5-dimethyl-4,5-dihydro-imidazole-1-carbonyl]-piperazin-1-yl}-acetic acid hydrochloride), N1CCS(CC1)(=O)=O (thiomorpholine 1,1-dioxide). Yields the product C(C)(C)(C)C1=CC(=C(C=N1)C=1N([C@]([C@](N1)(C)C1=CC=C(C=C1)Cl)(C)C1=CC=C(C=C1)Cl)C(=O)N1CCN(CC1)CC(=O)N1CCS(CC1)(=O)=O)OCC (2-{4-[(4S,5R)-2-(6-tert-Butyl-4-ethoxy-pyridin-3-yl)-4,5-bis-(4-chloro-phenyl)-4,5-dimethyl-4,5-dihydro-imidazole-1-carbonyl]-piperazin-1-yl}-1-(1,1-dioxo-1λ6-thiomorpholin-4-yl)-ethanone). As a reaction SMILES: Cl.[C:2]([C:6]1[N:11]=[CH:10][C:9]([C:12]2[N:13]([C:33]([N:35]3[CH2:40][CH2:39][N:38]([CH2:41][C:42](O)=[O:43])[CH2:37][CH2:36]3)=[O:34])[C@@:14]([C:26]3[CH:31]=[CH:30][C:29]([Cl:32])=[CH:28][CH:27]=3)([CH3:25])[C@@:15]([C:18]3[CH:23]=[CH:22][C:21]([Cl:24])=[CH:20][CH:19]=3)([CH3:17])[N:16]=2)=[C:8]([O:45][CH2:46][CH3:47])[CH:7]=1)([CH3:5])([CH3:4])[CH3:3].[NH:48]1[CH2:53][CH2:52][S:51](=[O:55])(=[O:54])[CH2:50][CH2:49]1>>[C:2]([C:6]1[N:11]=[CH:10][C:9]([C:12]2[N:13]([C:33]([N:35]3[CH2:36][CH2:37][N:38]([CH2:41][C:42]([N:48]4[CH2:53][CH2:52][S:51](=[O:55])(=[O:54])[CH2:50][CH2:49]4)=[O:43])[CH2:39][CH2:40]3)=[O:34])[C@@:14]([C:26]3[CH:27]=[CH:28][C:29]([Cl:32])=[CH:30][CH:31]=3)([CH3:25])[C@@:15]([C:18]3[CH:19]=[CH:20][C:21]([Cl:24])=[CH:22][CH:23]=3)([CH3:17])[N:16]=2)=[C:8]([O:45][CH2:46][CH3:47])[CH:7]=1)([CH3:5])([CH3:3])[CH3:4] |f:0.1|. Procedure: In a manner analogous to the method described in examples 99, {4-[(4S,5R)-2-(6-tert-butyl-4-ethoxy-pyridin-3-yl)-4,5-bis-(4-chloro-phenyl)-4,5-dimethyl-4,5-dihydro-imidazole-1-carbonyl]-piperazin-1-yl}-acetic acid hydrochloride (example 94) was coupled with thiomorpholine 1,1-dioxide (Syntech Development) to give the title compound. HR-MS (ES, m/z) calculated for C39H49Cl2N6O5S [(M+H)+] 783.2857, observed 783.2856.